From a dataset of the Open Reaction Database (ORD), a public repository of structured organic reaction records. describe an organic reaction: reactants, conditions, products, and yield The reactants are S1C(=NC=C1)C1=CC(=CC2=CC(=CC=C12)OC)C(=O)OCC (1-(2-thiazolyl)-3-carbethoxy-6-methoxynaphthalene). The solvent is C1=CC=C2C(=C1)C=CC=C2O (Naphthol 1). Product: C1(=CC=CC=C1)C1=CC(=CC2=CC(=CC=C12)OC)C(=O)O (1-phenyl-3-carboxy-6-methoxynaphthalene), S1C(=NC=C1)C1=CC(=CC2=CC(=CC=C12)O)C(=O)O (1-(2-Thiazolyl)-3-carboxy-6-naphthol). Reaction SMILES: [S:1]1[CH:5]=[CH:4][N:3]=[C:2]1[C:6]1[C:15]2[C:10](=[CH:11][C:12]([O:16][CH3:17])=[CH:13][CH:14]=2)[CH:9]=[C:8]([C:18]([O:20]CC)=[O:19])[CH:7]=1>C1C=C2C=CC=C(O)C2=CC=1>[C:2]1([C:6]2[C:15]3[C:10](=[CH:11][C:12]([O:16][CH3:17])=[CH:13][CH:14]=3)[CH:9]=[C:8]([C:18]([OH:20])=[O:19])[CH:7]=2)[CH:14]=[CH:15][CH:6]=[CH:7][CH:8]=1.[S:1]1[CH:5]=[CH:4][N:3]=[C:2]1[C:6]1[C:15]2[C:10](=[CH:11][C:12]([OH:16])=[CH:13][CH:14]=2)[CH:9]=[C:8]([C:18]([OH:20])=[O:19])[CH:7]=1. Procedure details: Following the procedure described in Naphthol 1, Step 3, but substituting 1-(2-thiazolyl)-3-carbethoxy-6-methoxynaphthalene from Step 6, for 1-phenyl-3-carboxy-6-methoxynaphthalene, the title product was obtained and used as such for the next step. Conditions: temperature 70 celsius, time 3 hour. Procedure details: 2N NaOH (aq) (30 eq) was added to a solution of methyl 7-[3-(4-{[(tert-butoxycarbonyl)(methyl)amino]sulfonyl}piperazin-1-yl)propyl]-14-cyclohexyl-7,8-dihydro-6H-indolo[1,2-e][1,5]benzoxazocine-11-carboxylate (0.06 M) in MeOH and the reaction stirred at 70° C. for 3 h. The reaction was allowed to cool to RT before reducing the volume of MeOH in vacuo. The residue was partitioned between 1N HCl (aq) and EtOAc, ensuring the aqueous phase was acidic. The aqueous was extracted a second time with EtOA... Reaction SMILES: [OH-].[Na+].[C:3]([O:7][C:8]([N:10]([CH3:52])[S:11]([N:14]1[CH2:19][CH2:18][N:17]([CH2:20][CH2:21][CH2:22][CH:23]2[CH2:30][N:29]3[C:31]4[CH:32]=[C:33]([C:44]([O:46]C)=[O:45])[CH:34]=[CH:35][C:36]=4[C:37]([CH:38]4[CH2:43][CH2:42][CH2:41][CH2:40][CH2:39]4)=[C:28]3[C:27]3[CH:48]=[CH:49][CH:50]=[CH:51][C:26]=3[O:25][CH2:24]2)[CH2:16][CH2:15]1)(=[O:13])=[O:12])=[O:9])([CH3:6])([CH3:5])[CH3:4]>CO>[C:3]([O:7][C:8]([N:10]([CH3:52])[S:11]([N:14]1[CH2:19][CH2:18][N:17]([CH2:20][CH2:21][CH2:22][CH:23]2[CH2:30][N:29]3[C:31]4[CH:32]=[C:33]([C:44]([OH:46])=[O:45])[CH:34]=[CH:35][C:36]=4[C:37]([CH:38]4[CH2:43][CH2:42][CH2:41][CH2:40][CH2:39]4)=[C:28]3[C:27]3[CH:48]=[CH:49][CH:50]=[CH:51][C:26]=3[O:25][CH2:24]2)[CH2:16][CH2:15]1)(=[O:13])=[O:12])=[O:9])([CH3:6])([CH3:5])[CH3:4] |f:0.1|. The solvent is CO (MeOH), CO (MeOH). Product: C(C)(C)(C)OC(=O)N(S(=O)(=O)N1CCN(CC1)CCCC1COC2=C(C=3N(C1)C=1C=C(C=CC1C3C3CCCCC3)C(=O)O)C=CC=C2)C (7-[3-(4-{[(tert-butoxycarbonyl)(methyl)amino]sulfonyl}piperazin-1-yl)propyl]-14-cyclohexyl-7,8-dihydro-6H-indolo[1,2-e][1,5]benzoxazocine-11-carboxylic acid). Starting materials: [OH-].[Na+] (NaOH), C(C)(C)(C)OC(=O)N(S(=O)(=O)N1CCN(CC1)CCCC1COC2=C(C=3N(C1)C=1C=C(C=CC1C3C3CCCCC3)C(=O)OC)C=CC=C2)C (methyl 7-[3-(4-{[(tert-butoxycarbonyl)(methyl)amino]sulfonyl}piperazin-1-yl)propyl]-14-cyclohexyl-7,8-dihydro-6H-indolo[1,2-e][1,5]benzoxazocine-11-carboxylate). Starting materials: Cl, O=c1[nH]c2cc(F)c(F)c([N+](=O)[O-])c2[nH]c1=O, [NH4+], [OH-], O. The product is Nc1c(F)cc2[nH]c(=O)c(=O)[nH]c2c1[N+](=O)[O-]. As a reaction SMILES: [ClH:20].[F:1][c:2]1[c:3]([N+:15](=[O:16])[O-:17])[c:4]2[nH:5][c:6](=[O:14])[c:7](=[O:13])[nH:8][c:9]2[cH:10][c:11]1[F:12].[NH4+:18].[OH-:19].[OH2:21]>>[c:2]1([NH2:18])[c:3]([N+:15](=[O:16])[O-:17])[c:4]2[nH:5][c:6](=[O:14])[c:7](=[O:13])[nH:8][c:9]2[cH:10][c:11]1[F:12]. Reactants: CCOC(C)=O, C1CCNCC1, CCCCCC, CC(C)O, [Cu]I, Ic1ccccc1, [K+], [K+], [K+], OCCO, O=P([O-])([O-])[O-]. The product is c1ccc(N2CCCCC2)cc1. RXN SMILES: [C:28]([O:29][CH2:30][CH3:31])(=[O:32])[CH3:33].[CH2:9]1[CH2:10][CH2:11][NH:12][CH2:13][CH2:14]1.[CH3:34][CH2:35][CH2:36][CH2:37][CH2:38][CH3:39].[CH3:40][CH:41]([OH:42])[CH3:43].[Cu:26][I:27].[I:15][c:16]1[cH:17][cH:18][cH:19][cH:20][cH:21]1.[K+:6].[K+:7].[K+:8].[OH:22][CH2:23][CH2:24][OH:25].[P:1]([O-:2])([O-:3])([O-:4])=[O:5]>>[CH2:9]1[CH2:10][CH2:11][N:12]([c:16]2[cH:17][cH:18][cH:19][cH:20][cH:21]2)[CH2:13][CH2:14]1. Reactants: OCCCCc1cccc(Br)c1, CC(C)(C)[Si](Cl)(c1ccccc1)c1ccccc1, CN(C)C=O, c1c[nH]cn1. Product: CC(C)(C)[Si](OCCCCc1cccc(Br)c1)(c1ccccc1)c1ccccc1. As a reaction SMILES: [Br:1][c:2]1[cH:3][c:4]([CH2:8][CH2:9][CH2:10][CH2:11][OH:12])[cH:5][cH:6][cH:7]1.[C:18]([CH3:19])([CH3:20])([CH3:21])[Si:22]([c:23]1[cH:24][cH:25][cH:26][cH:27][cH:28]1)([c:29]1[cH:30][cH:31][cH:32][cH:33][cH:34]1)[Cl:35].[O:36]=[CH:37][N:38]([CH3:39])[CH3:40].[nH:13]1[cH:14][cH:15][n:16][cH:17]1>>[Br:1][c:2]1[cH:3][c:4]([CH2:8][CH2:9][CH2:10][CH2:11][O:12][Si:22]([C:18]([CH3:19])([CH3:20])[CH3:21])([c:23]2[cH:24][cH:25][cH:26][cH:27][cH:28]2)[c:29]2[cH:30][cH:31][cH:32][cH:33][cH:34]2)[cH:5][cH:6][cH:7]1.